Dataset: the Open Reaction Database (ORD), a public repository of structured organic reaction records. Task: describe an organic reaction: reactants, conditions, products, and yield Starting materials: [Na+], [O-]c1ccccc1, O=C=O, O, Oc1ccccc1. Product: O=C(O)c1ccc(O)cc1. Reaction SMILES: [Na+:1].[O-:2][c:3]1[cH:4][cH:5][cH:6][cH:7][cH:8]1.[O:16]=[C:17]=[O:18].[OH2:19].[OH:9][c:10]1[cH:11][cH:12][cH:13][cH:14][cH:15]1>>[OH:2][c:3]1[cH:4][cH:5][c:6]([C:17](=[O:16])[OH:18])[cH:7][cH:8]1.